From a dataset of the Open Reaction Database (ORD), a public repository of structured organic reaction records. describe an organic reaction: reactants, conditions, products, and yield Starting materials: O=C([O-])[O-], Cc1cc(C)[nH]n1, CN(C)C=O, Cc1ccccc1OCCCc1oc(Cl)nc1-c1ccc(Cl)cc1, [K+], [K+], O. Yields the product Cc1cc(C)n(-c2nc(-c3ccc(Cl)cc3)c(CCCOc3ccccc3C)o2)n1. RXN SMILES: [C:32](=[O:33])([O-:34])[O-:35].[CH3:25][c:26]1[n:27][nH:28][c:29]([CH3:31])[cH:30]1.[CH3:38][N:39]([CH3:40])[CH:41]=[O:42].[Cl:1][c:2]1[o:3][c:4]([CH2:14][CH2:15][CH2:16][O:17][c:18]2[c:19]([CH3:24])[cH:20][cH:21][cH:22][cH:23]2)[c:5](-[c:7]2[cH:8][cH:9][c:10]([Cl:13])[cH:11][cH:12]2)[n:6]1.[K+:36].[K+:37].[OH2:43]>>[c:2]1(-[n:27]2[c:26]([CH3:25])[cH:30][c:29]([CH3:31])[n:28]2)[o:3][c:4]([CH2:14][CH2:15][CH2:16][O:17][c:18]2[c:19]([CH3:24])[cH:20][cH:21][cH:22][cH:23]2)[c:5](-[c:7]2[cH:8][cH:9][c:10]([Cl:13])[cH:11][cH:12]2)[n:6]1. The reactants are CI (methyl iodide), BrC1=CC(=C2C=NNC2=C1)Cl (6-bromo-4-chloro-1H-indazole), O.[OH-].[Cs+] (cesium hydroxide monohydrate), O (Water). The reagents and catalysts are S(=O)(=O)(O)[O-].C(CCC)[N+](CCCC)(CCCC)CCCC (tetrabutylammonium hydrogensulfate). Solvent: C1CCOC1 (THF), C1CCOC1 (THF). Conditions: time 15 minute. Product: BrC1=CC(=C2C=NN(C2=C1)C)Cl (6-Bromo-4-chloro-1-methyl-1H-indazole). The yield is 62.0%. As a reaction SMILES: [Br:1][C:2]1[CH:10]=[C:9]2[C:5]([CH:6]=[N:7][NH:8]2)=[C:4]([Cl:11])[CH:3]=1.O.[OH-].[Cs+].[CH3:15]I.O>S([O-])(O)(=O)=O.C([N+](CCCC)(CCCC)CCCC)CCC.C1COCC1>[Br:1][C:2]1[CH:10]=[C:9]2[C:5]([CH:6]=[N:7][N:8]2[CH3:15])=[C:4]([Cl:11])[CH:3]=1 |f:1.2.3,6.7|. Procedure details: To a mixture of 6-bromo-4-chloro-1H-indazole (4.0 g, 17.4 mmol), cesium hydroxide monohydrate (23.3 g, 139 mmol), tetrabutylammonium hydrogensulfate (1.36 g, 3.99 mmol) in anhydrous THF (80 mL) was added a solution of methyl iodide (9.86 g, 69.4 mmol) in THF (10 mL) dropwise at r.t. The reaction mixture was stirred for 15 min at r.t. Water was added to the reaction mixture, and the aqueous layer was extracted with EtOAc. The organic layer was concentrated, and the crude reside was purified by si...